This data is from the Open Reaction Database (ORD), a public repository of structured organic reaction records. The task is: describe an organic reaction: reactants, conditions, products, and yield The reactants are [Al+3], ON=C1CC2CCC(C1)N2Cc1ccccc1, [H-], [H-], [H-], [H-], [Li+], [Na+], C1CCOC1, [OH-], O. Product: NC1CC2CCC(C1)N2Cc1ccccc1. As a reaction SMILES: [Al+3:19].[CH2:1]([c:2]1[cH:3][cH:4][cH:5][cH:6][cH:7]1)[N:8]1[CH:9]2[CH2:10][C:11](=[N:16][OH:17])[CH2:12][CH:13]1[CH2:14][CH2:15]2.[H-:18].[H-:21].[H-:22].[H-:23].[Li+:20].[Na+:26].[O:27]1[CH2:28][CH2:29][CH2:30][CH2:31]1.[OH-:25].[OH2:24]>>[CH2:1]([c:2]1[cH:3][cH:4][cH:5][cH:6][cH:7]1)[N:8]1[CH:9]2[CH2:10][CH:11]([NH2:16])[CH2:12][CH:13]1[CH2:14][CH2:15]2.